The task is: describe an organic reaction: reactants, conditions, products, and yield. This data is from the Open Reaction Database (ORD), a public repository of structured organic reaction records. Starting materials: O=c1c2ccccc2sc2ccc(CBr)cc12, O=C(OOC(=O)c1ccccc1)c1ccccc1, ClC(Cl)(Cl)Cl. The product is Cc1ccc2sc3ccccc3c(=O)c2c1. Reaction SMILES: [Br:1][CH2:2][c:3]1[cH:4][c:5]2[c:6](=[O:17])[c:7]3[cH:8][cH:9][cH:10][cH:11][c:12]3[s:13][c:14]2[cH:15][cH:16]1.[C:18]([O:19][O:20][C:21](=[O:22])[c:23]1[cH:24][cH:25][cH:26][cH:27][cH:28]1)(=[O:29])[c:30]1[cH:31][cH:32][cH:33][cH:34][cH:35]1.[Cl:36][C:37]([Cl:38])([Cl:39])[Cl:40]>>[CH3:2][c:3]1[cH:4][c:5]2[c:6](=[O:17])[c:7]3[cH:8][cH:9][cH:10][cH:11][c:12]3[s:13][c:14]2[cH:15][cH:16]1.